This data is from the Open Reaction Database (ORD), a public repository of structured organic reaction records. The task is: describe an organic reaction: reactants, conditions, products, and yield Starting materials: CCN=C=NCCCN(C)C, CCOCC, O=C(O)c1cccnc1Oc1cncc(Cl)c1, Cl, OCc1ccccc1, c1ccncc1. Yields the product O=C(OCc1ccccc1)c1cccnc1Oc1cncc(Cl)c1. As a reaction SMILES: [CH3:27][N:28]([CH3:29])[CH2:30][CH2:31][CH2:32][N:33]=[C:34]=[N:35][CH2:36][CH3:37].[CH3:38][CH2:39][O:40][CH2:41][CH3:42].[Cl:1][c:2]1[cH:3][c:4]([O:8][c:9]2[c:10]([C:11](=[O:12])[OH:13])[cH:14][cH:15][cH:16][n:17]2)[cH:5][n:6][cH:7]1.[ClH:26].[OH:18][CH2:19][c:20]1[cH:21][cH:22][cH:23][cH:24][cH:25]1.[cH:43]1[cH:44][cH:45][n:46][cH:47][cH:48]1>>[Cl:1][c:2]1[cH:3][c:4]([O:8][c:9]2[c:10]([C:11]([O:12][CH2:19][c:20]3[cH:21][cH:22][cH:23][cH:24][cH:25]3)=[O:13])[cH:14][cH:15][cH:16][n:17]2)[cH:5][n:6][cH:7]1. RXN SMILES: [F:1][C:2]([F:29])([F:28])[C:3]1[CH:4]=[C:5]([C@H:9]([O:11][C:12](=[O:27])[NH:13][C:14]2[C:15]([CH3:26])=[N:16][O:17][C:18]=2[C:19]2[CH:24]=[CH:23][C:22](Br)=[CH:21][CH:20]=2)[CH3:10])[CH:6]=[CH:7][CH:8]=1.CC1(C)C(C)(C)OB([C:38]2[CH:43]=[CH:42][C:41]([C:44]3([C:47]([NH:49][S:50]([CH3:53])(=[O:52])=[O:51])=[O:48])[CH2:46][CH2:45]3)=[CH:40][CH:39]=2)O1>>[F:1][C:2]([F:29])([F:28])[C:3]1[CH:4]=[C:5]([C@H:9]([O:11][C:12](=[O:27])[NH:13][C:14]2[C:15]([CH3:26])=[N:16][O:17][C:18]=2[C:19]2[CH:24]=[CH:23][C:22]([C:38]3[CH:39]=[CH:40][C:41]([C:44]4([C:47]([NH:49][S:50]([CH3:53])(=[O:52])=[O:51])=[O:48])[CH2:46][CH2:45]4)=[CH:42][CH:43]=3)=[CH:21][CH:20]=2)[CH3:10])[CH:6]=[CH:7][CH:8]=1. Starting materials: FC(C=1C=C(C=CC1)[C@@H](C)OC(NC=1C(=NOC1C1=CC=C(C=C1)Br)C)=O)(F)F ([5-(4-bromo-phenyl)-3-methyl-isoxazol-4-yl]-carbamic acid (R)-1-(3-trifluoromethyl-phenyl)-ethyl ester), CC1(OB(OC1(C)C)C1=CC=C(C=C1)C1(CC1)C(=O)NS(=O)(=O)C)C (N-{1-[4-(4,4,5,5-tetramethyl-[1,3,2]dioxaborolan-2-yl)-phenyl]-cyclopropanecarbonyl}-methanesulfonamide). Procedure details: Prepared according to the procedure described in Example 1, Step 6 using [5-(4-bromo-phenyl)-3-methyl-isoxazol-4-yl]-carbamic acid (R)-1-(3-trifluoromethyl-phenyl)-ethyl ester and N-{1-[4-(4,4,5,5-tetramethyl-[1,3,2]dioxaborolan-2-yl)-phenyl]-cyclopropanecarbonyl}-methanesulfonamide. The product is FC(C=1C=C(C=CC1)[C@@H](C)OC(NC=1C(=NOC1C1=CC=C(C=C1)C1=CC=C(C=C1)C1(CC1)C(=O)NS(=O)(=O)C)C)=O)(F)F ({5-[4′-(1-Methanesulfonylaminocarbonyl-cyclopropyl)-biphenyl-4-yl]-3-methyl-isoxazol-4-yl}-carbamic acid (R)-1-(3-trifluoromethyl-phenyl)-ethyl ester). Product: COC(C(CNC1=NC2=CC=CC=C2C(=C1)OC)C)=O (3-(4-Methoxy-quinolin-2-ylamino)-2-methyl-propionic Acid Methyl Ester). Reported procedure: A solution of 1,1,1-trifluoromethanesulfonic acid 4-methoxyquinolin-2-yl ester [from Example 1b] (2.03 g, 6.61 mmol) and 3-amino-2-methyl-propionic acid methyl ester (1.5 eq, 1.52 g, 9.91 mmol) in acetonitrile (25 mL) was heated at reflux for five days. It was cooled to room temperature and evaporated to an oil. The crude product was purified via column chromatography on silica (1:1 ethyl acetate/hexane) to give the product (0.75 g, 42%) as an orange oil. [M+H]+ 275. The yield is 41.4%. Reactants: COC1=CC(=NC2=CC=CC=C12)OS(=O)(=O)C(F)(F)F (1,1,1-trifluoromethanesulfonic acid 4-methoxyquinolin-2-yl ester), COC(C(CN)C)=O (3-amino-2-methyl-propionic acid methyl ester). Reaction SMILES: [CH3:1][O:2][C:3]1[C:12]2[C:7](=[CH:8][CH:9]=[CH:10][CH:11]=2)[N:6]=[C:5](OS(C(F)(F)F)(=O)=O)[CH:4]=1.[CH3:21][O:22][C:23](=[O:28])[CH:24]([CH3:27])[CH2:25][NH2:26]>C(#N)C>[CH3:21][O:22][C:23](=[O:28])[CH:24]([CH3:27])[CH2:25][NH:26][C:5]1[CH:4]=[C:3]([O:2][CH3:1])[C:12]2[C:7](=[CH:8][CH:9]=[CH:10][CH:11]=2)[N:6]=1. Solvent: C(C)#N (acetonitrile). Reactants: COC(C1=C(C=CC(=C1)C=1SC=C(N1)C1=CC(=C(C=C1)Cl)Cl)Br)=O (2-bromo-5-[4-(3,4-dichloro-phenyl)-thiazol-2-yl]-benzoic acid methyl ester), COC(C1=C(C=CC(=C1)C=1SC=C(N1)C1=CC(=C(C=C1)Cl)Cl)Br)=O (2-bromo-5-[4-(3,4-dichloro-phenyl)-thiazol-2-yl]-benzoic acid methyl ester), COC1=CC(=C(C=C1)B1OC(C(O1)(C)C)(C)C)[N+](=O)[O-] (2-(4-methoxy-2-nitrophenyl)-4,4,5,5-tetramethyl-1,3,2-dioxaborolane). Product: ClC=1C=C(C=CC1Cl)C=1N=C(SC1)C=1C=C(C(=CC1)C1=C(C=C(C=C1)OC)[N+](=O)[O-])C(=O)O (4-[4-(3,4-Dichloro-phenyl)-thiazol-2-yl]-4′-methoxy-2′-nitro-biphenyl-2-carboxylic acid). The yield is 1.0%. As a reaction SMILES: C[O:2][C:3](=[O:24])[C:4]1[CH:9]=[C:8]([C:10]2[S:11][CH:12]=[C:13]([C:15]3[CH:20]=[CH:19][C:18]([Cl:21])=[C:17]([Cl:22])[CH:16]=3)[N:14]=2)[CH:7]=[CH:6][C:5]=1Br.[CH3:25][O:26][C:27]1[CH:32]=[CH:31][C:30](B2OC(C)(C)C(C)(C)O2)=[C:29]([N+:42]([O-:44])=[O:43])[CH:28]=1>>[Cl:22][C:17]1[CH:16]=[C:15]([C:13]2[N:14]=[C:10]([C:8]3[CH:9]=[C:4]([C:3]([OH:2])=[O:24])[C:5]([C:30]4[CH:31]=[CH:32][C:27]([O:26][CH3:25])=[CH:28][C:29]=4[N+:42]([O-:44])=[O:43])=[CH:6][CH:7]=3)[S:11][CH:12]=2)[CH:20]=[CH:19][C:18]=1[Cl:21]. Procedure: 4-[4-(3,4-Dichloro-phenyl)-thiazol-2-yl]-4′-methoxy-2′-nitro-biphenyl-2-carboxylic acid was prepared in 1% yield (for two steps) from 2-bromo-5-[4-(3,4-dichloro-phenyl)-thiazol-2-yl]-benzoic acid methyl ester (which may be prepared as described for Intermediate 6) and 2-(4-methoxy-2-nitrophenyl)-4,4,5,5-tetramethyl-1,3,2-dioxaborolane (available from Combi-Blocks Inc.) using General Procedure A for Suzuki Coupling and Hydrolysis in Parallel Mode. 1H NMR (300 MHz, DMSO-d6) δ 8.55 (s, 1H), 8.49 (s... The reactants are COC1=C2C(N(C=NC2=CC(=C1)OC)C1=CC=C(C=C1)OC)=O (5,7-dimethoxy-3-(4-methoxyphenyl)-4(3H)-quinazolinone), C(C)[S-].[Na+] (sodium ethanethiolate). Solvent: CN(C)C=O (DMF). The product is OC1=C2C(N(C=NC2=CC(=C1)O)C1=CC=C(C=C1)O)=O (5,7-dihydroxy-3-(4-hydroxyphenyl)-4(3H)-quinazolinone). Yield: 59.0%. Reaction SMILES: C[O:2][C:3]1[CH:12]=[C:11]([O:13]C)[CH:10]=[C:9]2[C:4]=1[C:5](=[O:23])[N:6]([C:15]1[CH:20]=[CH:19][C:18]([O:21]C)=[CH:17][CH:16]=1)[CH:7]=[N:8]2.C([S-])C.[Na+]>CN(C=O)C>[OH:2][C:3]1[CH:12]=[C:11]([OH:13])[CH:10]=[C:9]2[C:4]=1[C:5](=[O:23])[N:6]([C:15]1[CH:16]=[CH:17][C:18]([OH:21])=[CH:19][CH:20]=1)[CH:7]=[N:8]2 |f:1.2|. Procedure details: A mixture of 100 mg (0.32 mmol) of 5,7-dimethoxy-3-(4-methoxyphenyl)-4(3H)-quinazolinone as prepared in Example 18 or 19, and 524 mg (6.24 mmol) of sodium ethanethiolate in 2 ml of DMF was refluxed for 3.5 hr. DMF was evaporated and the residue dissolved in water. Concentrated HCl was added to adjust the pH to 5. The precipitate was filtered, dried and purified by chromatography on silica gel (loaded with CH2Cl2 and a slight amount of MeOH, eluted with 70% EtOAc in hexane) to yield 51 mg of 5,7-... Starting materials: O=C([O-])O, COCC=CC(=O)Cl, CCN(C(C)C)C(C)C, N#Cc1cnc2ccc(N)cc2c1Nc1cccc(Br)c1, [Na+]. Yields the product COCC=CC(=O)Nc1ccc2ncc(C#N)c(Nc3cccc(Br)c3)c2c1. Reaction SMILES: [C:39](=[O:40])([OH:41])[O-:42].[CH3:31][O:32][CH2:33][CH:34]=[CH:35][C:36](=[O:37])[Cl:38].[CH:22]([N:23]([CH:24]([CH3:25])[CH3:26])[CH2:27][CH3:28])([CH3:29])[CH3:30].[NH2:1][c:2]1[cH:3][c:4]2[c:5]([NH:14][c:15]3[cH:16][c:17]([Br:21])[cH:18][cH:19][cH:20]3)[c:6]([C:12]#[N:13])[cH:7][n:8][c:9]2[cH:10][cH:11]1.[Na+:43]>>[NH:1]([c:2]1[cH:3][c:4]2[c:5]([NH:14][c:15]3[cH:16][c:17]([Br:21])[cH:18][cH:19][cH:20]3)[c:6]([C:12]#[N:13])[cH:7][n:8][c:9]2[cH:10][cH:11]1)[C:36]([CH:35]=[CH:34][CH2:33][O:32][CH3:31])=[O:37]. Reactants: FC1=C(C#N)C(=CC=C1)F (2,6-difluorobenzonitrile), Cl (HCl), [H][H] (hydrogen). The reagents and catalysts are O (water). The solvent is C(C)O (ethanol). The product is Cl.FC1=C(CN)C(=CC=C1)F (2,6-Difluorobenzylamine hydrochloride). As a reaction SMILES: [F:1][C:2]1[CH:9]=[CH:8][CH:7]=[C:6]([F:10])[C:3]=1[C:4]#[N:5].[ClH:11].[H][H]>O.C(O)C>[ClH:11].[F:1][C:2]1[CH:9]=[CH:8][CH:7]=[C:6]([F:10])[C:3]=1[CH2:4][NH2:5] |f:5.6|. Reported procedure: A mixture of 5.00 g. of 2,6-difluorobenzonitrile and 1.0 g. of 50% water-wet 5% palladium on carbon catalyst in 100 ml. of concentrated HCl and 100 ml. of absolute ethanol is shaken at room temperature under 20 lbs. pressure of hydrogen for 48 hours. The mixture is filtered and the filtrate is diluted with 500 ml. of diethyl ether and allowed to stand. Filtration gives the desired product as colorless crystals, m.p. 197°-200° C.